This data is from the Open Reaction Database (ORD), a public repository of structured organic reaction records. The task is: describe an organic reaction: reactants, conditions, products, and yield Reported procedure: Nine grams (0.033 mol) of 5-chlorocarbonyl-5,10-dihydro-11H-dibenzo[b,e][1,4]diazepin-11-one, 5.3 gm (0.05 mol) of sodium carbonate, and 5.2 gm (0.036 mol) of 1-methyl-4-methylamino-piperidine were refluxed in 150 ml of acetonitrile for 15 minutes under stirring. The mixture was filtered while hot, and then the filtrate was placed on a silica gel column and eluted first with acetonitrile and then with a methylene chloride/ethyl acetate/cyclohexane/methanol/ammonia (175:75:23:23:3) mixture. The d... Product: CN(C1CCN(CC1)C)C(=O)N1C2=C(NC(C3=C1C=CC=C3)=O)C=CC=C2 (5,10-Dihydro-5-{[N-methyl-N-(1-methyl-4-piperidinyl)amino]carbonyl}-11H-dibenzo[b,e][1,4]diazepin-11-one). The reactants are ClC(=O)N1C2=C(NC(C3=C1C=CC=C3)=O)C=CC=C2 (5-chlorocarbonyl-5,10-dihydro-11H-dibenzo[b,e][1,4]diazepin-11-one), C([O-])([O-])=O.[Na+].[Na+] (sodium carbonate), CN1CCC(CC1)NC (1-methyl-4-methylamino-piperidine). The solvent is C(C)#N (acetonitrile). RXN SMILES: Cl[C:2]([N:4]1[C:10]2[CH:11]=[CH:12][CH:13]=[CH:14][C:9]=2[C:8](=[O:15])[NH:7][C:6]2[CH:16]=[CH:17][CH:18]=[CH:19][C:5]1=2)=[O:3].C(=O)([O-])[O-].[Na+].[Na+].[CH3:26][N:27]1[CH2:32][CH2:31][CH:30]([NH:33][CH3:34])[CH2:29][CH2:28]1>C(#N)C>[CH3:34][N:33]([C:2]([N:4]1[C:10]2[CH:11]=[CH:12][CH:13]=[CH:14][C:9]=2[C:8](=[O:15])[NH:7][C:6]2[CH:16]=[CH:17][CH:18]=[CH:19][C:5]1=2)=[O:3])[CH:30]1[CH2:31][CH2:32][N:27]([CH3:26])[CH2:28][CH2:29]1 |f:1.2.3|. Reaction SMILES: [Cl:1]Cl.[C:3]1(=[O:13])[NH:7][C:6](=[O:8])[C:5]2=[CH:9][CH:10]=[CH:11][CH:12]=[C:4]12.[K]>>[Cl:1][N:7]1[C:3](=[O:13])[C:4]2=[CH:12][CH:11]=[CH:10][CH:9]=[C:5]2[C:6]1=[O:8] |f:1.2,^1:13|. The yield is 91.0%. Yields the product ClN1C(C=2C(C1=O)=CC=CC2)=O (N-chlorophthalimide). Reaction conditions: temperature 0 celsius, time 75 minute. Reactants: ClCl (chlorine), C1(C=2C(C(N1)=O)=CC=CC2)=O.[K] (potassium phthalimide), ClCl (chlorine). Procedure: Chlorine gas was bubbled into one liter of methylene chloride maintained at 0° C. The chlorine was added for about 10 minutes and until saturation was achieved. To the resulting chlorine-saturated methylene chloride were added 50 grams (270 mmoles) of potassium phthalimide as a solid and in one portion. The resulting mixture was allowed to warm gradually to 20° C., and additional chlorine was introduced as a gas during two separate periods to ensure the presence of an excess of chlorine. The mix... The reactants are O1CCN(CC1)C=1C(=NC2=CC=C(C=C2C1)B1OC(C(O1)(C)C)(C)C)N (3-morpholino-6-(4,4,5,5-tetramethyl-1,3,2-dioxaborolan-2-yl)quinolin-2-amine), ClC=1C(=C(C=CC1)C(=O)N1CCCC1)I ((3-chloro-2-iodophenyl)(pyrrolidin-1-yl)methanone), C1(=CC=CC=C1)P(C1=CC=CC=C1)C1=CC=CC=C1 (triphenylphosphine), P(=O)([O-])([O-])[O-].[K+].[K+].[K+] (potassium phosphate). Reagents/catalysts: CC(=O)[O-].CC(=O)[O-].[Pd+2] (Pd(OAc)2). Run at temperature 60 celsius. Product: NC1=NC2=CC=C(C=C2C=C1N1CCOCC1)C1=C(C=CC=C1Cl)C(=O)N1CCCC1 ((2-(2-amino-3-morpholinoquinolin-6-yl)-3-chlorophenyl)(pyrrolidin-1-yl)methanone). As a reaction SMILES: [O:1]1[CH2:6][CH2:5][N:4]([C:7]2[C:8]([NH2:26])=[N:9][C:10]3[C:15]([CH:16]=2)=[CH:14][C:13](B2OC(C)(C)C(C)(C)O2)=[CH:12][CH:11]=3)[CH2:3][CH2:2]1.[Cl:27][C:28]1[C:29](I)=[C:30]([C:34]([N:36]2[CH2:40][CH2:39][CH2:38][CH2:37]2)=[O:35])[CH:31]=[CH:32][CH:33]=1.C1(P(C2C=CC=CC=2)C2C=CC=CC=2)C=CC=CC=1.P([O-])([O-])([O-])=O.[K+].[K+].[K+]>CC([O-])=O.CC([O-])=O.[Pd+2]>[NH2:26][C:8]1[C:7]([N:4]2[CH2:3][CH2:2][O:1][CH2:6][CH2:5]2)=[CH:16][C:15]2[C:10](=[CH:11][CH:12]=[C:13]([C:29]3[C:28]([Cl:27])=[CH:33][CH:32]=[CH:31][C:30]=3[C:34]([N:36]3[CH2:40][CH2:39][CH2:38][CH2:37]3)=[O:35])[CH:14]=2)[N:9]=1 |f:3.4.5.6,7.8.9|. Reported procedure: A vial was charged with 3-morpholino-6-(4,4,5,5-tetramethyl-1,3,2-dioxaborolan-2-yl)quinolin-2-amine (710 mg, 2.000 mmol, prepared as in Example 2, Step 1-2), (3-chloro-2-iodophenyl)(pyrrolidin-1-yl)methanone (671 mg, 2 mmol), Pd(OAc)2 (22.45 mg, 0.100 mmol), triphenylphosphine (52.5 mg, 0.200 mmol) and potassium phosphate (0.331 mL, 4.00 mmol). The vial was evacuated and backfilled with nitrogen gas 3×. ACN (8 mL) and water (2 mL) were added and the reaction mixture was heated to 60° C. overnig... Starting materials: IC=1C=C2C=NN(C2=CC1)[Si](C(C)C)(C(C)C)C(C)C (5-iodo-1-[tris(1-methylethyl)silyl]-1H-indazole), C(CCC)[Li] (n-butyllithium), C(#N)C1=C(C=O)C=CC=C1 (2-cyanobenzaldehyde). Solvent: O1CCCC1 (tetrahydrofuran), hexanes, O1CCCC1 (tetrahydrofuran). Reaction conditions: time 15 minute. Yields the product hexanes ethyl acetate, OC(C1=C(C#N)C=CC=C1)C=1C=C2C=NN(C2=CC1)[Si](C(C)C)(C(C)C)C(C)C (2-(hydroxy{1-[tris(1-methylethyl)silyl]-1H-indazol-5-yl}methyl)benzonitrile). Isolated yield 9.1%. As a reaction SMILES: I[C:2]1[CH:3]=[C:4]2[C:8](=[CH:9][CH:10]=1)[N:7]([Si:11]([CH:18]([CH3:20])[CH3:19])([CH:15]([CH3:17])[CH3:16])[CH:12]([CH3:14])[CH3:13])[N:6]=[CH:5]2.C([Li])CCC.[C:26]([C:28]1[CH:35]=[CH:34][CH:33]=[CH:32][C:29]=1[CH:30]=[O:31])#[N:27]>O1CCCC1>[OH:31][CH:30]([C:2]1[CH:3]=[C:4]2[C:8](=[CH:9][CH:10]=1)[N:7]([Si:11]([CH:12]([CH3:14])[CH3:13])([CH:18]([CH3:20])[CH3:19])[CH:15]([CH3:16])[CH3:17])[N:6]=[CH:5]2)[C:29]1[CH:32]=[CH:33][CH:34]=[CH:35][C:28]=1[C:26]#[N:27]. Procedure: A solution of 5-iodo-1-[tris(1-methylethyl)silyl]-1H-indazole (1.8 g, 4.6 mmol) in tetrahydrofuran (9.2 mL) was cooled to −78° C., and n-butyllithium was added (1.6M in hexanes, 3.4 mL, 5.5 mmol). After 15 min., 2-cyanobenzaldehyde (0.78 g, 6.0 mmol) in 2.0 mL tetrahydrofuran was added quickly and the solution was allowed to warm to room temperature. The reaction mixture was quenched with an excess of saturated aqueous ammonium chloride solution, then partitioned between water and ethyl acetate.... Starting materials: BrCCCCBr, C1CCOC1, CC(C)[N-]C(C)C, CCCCOC(=O)C1CCCC1, [Cl-], [Li+], [NH4+]. The product is CCCCOC(=O)C1(CCCCBr)CCCC1. As a reaction SMILES: [Br:13][CH2:14][CH2:15][CH2:16][CH2:17][Br:18].[CH2:29]1[O:30][CH2:31][CH2:32][CH2:33]1.[CH3:20][CH:21]([N-:22][CH:23]([CH3:24])[CH3:25])[CH3:26].[CH:1]1([C:6](=[O:7])[O:8][CH2:9][CH2:10][CH2:11][CH3:12])[CH2:2][CH2:3][CH2:4][CH2:5]1.[Cl-:27].[Li+:19].[NH4+:28]>>[C:1]1([C:6](=[O:7])[O:8][CH2:9][CH2:10][CH2:11][CH3:12])([CH2:17][CH2:16][CH2:15][CH2:14][Br:13])[CH2:2][CH2:3][CH2:4][CH2:5]1. The reactants are C(C)(=O)C=1C=C(C#N)C=CC1O (3-acetyl-4-hydroxybenzonitrile), CC(=O)C(OC)OC (pyruvic aldehyde dimethyl acetal), resultant solution, N1CCCC1 (pyrrolidine). Solvent: C1(=CC=CC=C1)C (toluene). Product: COC(C1(OC2=C(C(C1)=O)C=C(C=C2)C#N)C)OC (2-dimethoxymethyl-2-methyl-4-oxo-6-cyano-3,4-dihydro-2H-1-benzopyran). The yield is 85.7%. RXN SMILES: [C:1]([C:4]1[CH:5]=[C:6]([CH:9]=[CH:10][C:11]=1[OH:12])[C:7]#[N:8])(=[O:3])[CH3:2].[CH3:13][C:14]([CH:16]([O:19][CH3:20])[O:17][CH3:18])=O.N1CCCC1>C1(C)C=CC=CC=1>[CH3:18][O:17][CH:16]([O:19][CH3:20])[C:14]1([CH3:13])[CH2:2][C:1](=[O:3])[C:4]2[CH:5]=[C:6]([C:7]#[N:8])[CH:9]=[CH:10][C:11]=2[O:12]1. Reported procedure: In 100 ml of toluene were dissolved 8.06 g (50 mmole) of 3-acetyl-4-hydroxybenzonitrile and 7.68 g (65 mmole) of pyruvic aldehyde dimethyl acetal; and, 1.67 ml (20 mmole) of pyrrolidine was added at room temperature thereto. 30 Minutes thereafter, the reactants were heated to reflux for 8 hours using Dean-Stark apparatus. The solvent was removed under reduced pressure; and, 50 ml of 2N HCl solution was added to the residue so obtained. The resultant solution was stirred for 30 minutes at room te... Procedure details: Benzyl(4-oxopiperidin-1-yl)carboxylate (4.7 g, 20 mmol) was dissolved in tetrahydrofuran (200 ml); methyllithium-diethylether solution (9.0 ml (1.02 M)+11.6 ml (1.14 M), total 22 mmol) was added dropwise thereto (internal temperature: −60° C. or below) while stirred at −78° C. under nitrogen atmosphere; and then the reaction mixture was stirred for 1.5 hours as it stands. On the other hand, a similar reaction was performed by using piperidin-4-one-1-carboxylate (1.1 g, 5.0 mmol) in another conta... Isolated yield 90.0%. Reactants: [Cl-].[NH4+] (ammonium chloride), C(C1=CC=CC=C1)OC(=O)N1CCC(CC1)=O (Benzyl(4-oxopiperidin-1-yl)carboxylate), N1(CCC(CC1)=O)C(=O)[O-] (piperidin-4-one-1-carboxylate), C[Li].C(C)OCC (methyllithium diethylether). RXN SMILES: [CH2:1]([O:8][C:9]([N:11]1[CH2:16][CH2:15][C:14](=[O:17])[CH2:13][CH2:12]1)=[O:10])[C:2]1[CH:7]=[CH:6][CH:5]=[CH:4][CH:3]=1.C[Li].[CH2:20](OCC)C.N1(C([O-])=O)CCC(=O)CC1.[Cl-].[NH4+]>O1CCCC1>[CH2:1]([O:8][C:9]([N:11]1[CH2:16][CH2:15][C:14]([OH:17])([CH3:20])[CH2:13][CH2:12]1)=[O:10])[C:2]1[CH:7]=[CH:6][CH:5]=[CH:4][CH:3]=1 |f:1.2,4.5|. The solvent is O1CCCC1 (tetrahydrofuran). Reaction conditions: temperature -78 celsius. Product: C(C1=CC=CC=C1)OC(=O)N1CCC(CC1)(C)O (Benzyl(4-hydroxy-4-methylpiperidin-1-yl)carboxylate). Reactants: FC(C(=O)NCC(=O)NCC=1SC=CN1)(F)F (2-[(N-trifluoroacetylglycyl)amino]methylthiazole). Run in P(=O)(Cl)(Cl)Cl (phosphorus oxychloride). Reaction conditions: temperature 100 celsius, time 4.5 hour. Product: FC(C(=O)NCC1=NC=C2SC=CN21)(F)F (5-(trifluoro- acetylamino)methylimidazo[5,1-b]thiazole). The yield is 60.7%. As a reaction SMILES: [F:1][C:2]([F:17])([F:16])[C:3]([NH:5][CH2:6][C:7]([NH:9][CH2:10][C:11]1[S:12][CH:13]=[CH:14][N:15]=1)=O)=[O:4]>P(Cl)(Cl)(Cl)=O>[F:1][C:2]([F:17])([F:16])[C:3]([NH:5][CH2:6][C:7]1[N:15]2[C:11]([S:12][CH:13]=[CH:14]2)=[CH:10][N:9]=1)=[O:4]. Procedure details: To 1.98 g of the above-obtained 2-[(N-trifluoroacetylglycyl)amino]methylthiazole was added 20 ml of phosphorus oxychloride, and the mixture was heated and stirred at 100° C. for 4.5 hours. The reaction solution was cooled to room temperature, and concentrated to dryness under reduced pressure. The residue was dissolved in 30 ml of methylene chloride. To this solution was added 50 ml of water with ice- cooling. The pH of the mixture was adjusted to 8 by adding potassium carbonate little by little... Reactants: O=S(Cl)Cl (SOCl2), NC1CCC(CC1)C(=O)O (4-amino-cyclohexanecarboxylic acid), CCOCC (ether). Run in CCO (EtOH). Run at time 16 hour. The product is C(C)OC(=O)C1CCC(CC1)N (4-Amino-cyclohexanecarboxylic Acid Ethyl Ester). Reaction SMILES: [NH2:1][CH:2]1[CH2:7][CH2:6][CH:5]([C:8]([OH:10])=[O:9])[CH2:4][CH2:3]1.O=S(Cl)Cl.[CH3:15][CH2:16]OCC>CCO>[CH2:15]([O:9][C:8]([CH:5]1[CH2:6][CH2:7][CH:2]([NH2:1])[CH2:3][CH2:4]1)=[O:10])[CH3:16]. Procedure details: To a suspension of 4-amino-cyclohexanecarboxylic acid (G) (5 g, 35 mmol) in EtOH (175 mL) at 0° C. was added SOCl2 (12.6 mL, 174 mmol) dropwise via a syringe. The reaction mixture was warmed to room temperature and stirred for 16 h. After concentration of the reaction mixture, ether was added and the suspension was filtered to give 4-amino-cyclohexanecarboxylic acid ethyl ester (H) (mixture of cis/trans) as a white solid (4.8 g): 1H NMR (300 MHz, CDCl3) δ 8.35 (br s, 3 H), 4.18 (m, 2 H), 3.36-3....